Task: describe an organic reaction: reactants, conditions, products, and yield. Dataset: the Open Reaction Database (ORD), a public repository of structured organic reaction records Reactants: N1(CCNCC1)CCN(C1CCC=2C=CC(=CC2C1)O)CCC (7-[(2-Piperazin-1-yl-ethyl)-propyl-amino]-5,6,7,8-tetrahydro-naphthalen-2-ol), N1C(=CC2=CC=CC=C12)C=O (1H-Indole-2-carbaldehyde). Yields the product N1C(=CC2=CC=CC=C12)CN1CCN(CC1)CCN(C1CCC=2C=CC(=CC2C1)O)CCC (7-({2-[4-(1H-Indol-2-ylmethyl)-piperazin-1-yl]-ethyl}-propyl-amino)-5,6,7,8-tetrahydro-naphthalen-2-ol). Yield: 87.5%. RXN SMILES: [N:1]1([CH2:7][CH2:8][N:9]([CH2:21][CH2:22][CH3:23])[CH:10]2[CH2:19][C:18]3[CH:17]=[C:16]([OH:20])[CH:15]=[CH:14][C:13]=3[CH2:12][CH2:11]2)[CH2:6][CH2:5][NH:4][CH2:3][CH2:2]1.[NH:24]1[C:32]2[C:27](=[CH:28][CH:29]=[CH:30][CH:31]=2)[CH:26]=[C:25]1[CH:33]=O>>[NH:24]1[C:32]2[C:27](=[CH:28][CH:29]=[CH:30][CH:31]=2)[CH:26]=[C:25]1[CH2:33][N:4]1[CH2:5][CH2:6][N:1]([CH2:7][CH2:8][N:9]([CH2:21][CH2:22][CH3:23])[CH:10]2[CH2:19][C:18]3[CH:17]=[C:16]([OH:20])[CH:15]=[CH:14][C:13]=3[CH2:12][CH2:11]2)[CH2:2][CH2:3]1. Procedure: Compound 40d was prepared according to Procedure A using 39a (100 mg, 0.32 mmol) and 1H-Indole-2-carbaldehyde (100 mg, 0.69 mmol) to give 40d (125 mg, 85%) after column chromatography. 1H NMR (400 MHz, CDCl3) δ 0.86 (t, 3H, J=7.2 Hz), 1.39-1.50 (m, 3H), 1.89 (brs, 1H), 2.41-2.73 (m, 18H), 2.82-2.88 (m, 1H), 3.65 (s, 2H), 6.35 (s, 1H), 6.44 (brs, 1H), 6.54-6.57 (m, 1H), 6.87 (d, 1H, J=8.8 Hz), 7.04-7.08 (m, 1H), 7.10-7.16 (m, 1H), 7.30 (d, 1H, J=7.6 Hz), 7.54 (d, 1H, J=8.0 Hz), 8.63 (s, 1H). The ... The reactants are O=C(O)C(=NOC(c1ccccc1)(c1ccccc1)c1ccccc1)c1csc(NC(c2ccccc2)(c2ccccc2)c2ccccc2)n1, ClCCl, NC1C(=O)NC1CCl, Cl, [Na], O, Cc1ccc(S(=O)(=O)Cl)cc1. Yields the product O=C(NC1C(=O)NC1CCl)C(=NOC(c1ccccc1)(c1ccccc1)c1ccccc1)c1csc(NC(c2ccccc2)(c2ccccc2)c2ccccc2)n1. As a reaction SMILES: [C:1]([c:2]1[cH:3][cH:4][cH:5][cH:6][cH:7]1)([c:8]1[cH:9][cH:10][cH:11][cH:12][cH:13]1)([c:14]1[cH:15][cH:16][cH:17][cH:18][cH:19]1)[NH:20][c:21]1[s:22][cH:23][c:24]([C:26]([C:27](=[O:28])[OH:29])=[N:30][O:31][C:32]([c:33]2[cH:34][cH:35][cH:36][cH:37][cH:38]2)([c:39]2[cH:40][cH:41][cH:42][cH:43][cH:44]2)[c:45]2[cH:46][cH:47][cH:48][cH:49][cH:50]2)[n:25]1.[CH2:73]([Cl:74])[Cl:75].[Cl:64][CH2:65][CH:66]1[CH:67]([NH2:71])[C:68](=[O:70])[NH:69]1.[ClH:63].[Na:51].[OH2:72].[S:52]([Cl:53])([c:54]1[cH:55][cH:56][c:57]([CH3:58])[cH:59][cH:60]1)(=[O:61])=[O:62]>>[C:1]([c:2]1[cH:3][cH:4][cH:5][cH:6][cH:7]1)([c:8]1[cH:9][cH:10][cH:11][cH:12][cH:13]1)([c:14]1[cH:15][cH:16][cH:17][cH:18][cH:19]1)[NH:20][c:21]1[s:22][cH:23][c:24]([C:26]([C:27](=[O:28])[NH:71][CH:67]2[CH:66]([CH2:65][Cl:64])[NH:69][C:68]2=[O:70])=[N:30][O:31][C:32]([c:33]2[cH:34][cH:35][cH:36][cH:37][cH:38]2)([c:39]2[cH:40][cH:41][cH:42][cH:43][cH:44]2)[c:45]2[cH:46][cH:47][cH:48][cH:49][cH:50]2)[n:25]1. The reactants are [C-]#N, C1CCOC1, CN(C)Cc1c[nH]c2cccnc12, [Na+], O. Yields the product N#CCc1c[nH]c2cccnc12. Reaction SMILES: [C-:15]#[N:16].[CH2:18]1[O:19][CH2:20][CH2:21][CH2:22]1.[CH3:1][N:2]([CH2:3][c:4]1[cH:5][nH:6][c:7]2[c:8]1[n:9][cH:10][cH:11][cH:12]2)[CH3:13].[Na+:17].[OH2:14]>>[CH2:3]([c:4]1[cH:5][nH:6][c:7]2[c:8]1[n:9][cH:10][cH:11][cH:12]2)[C:15]#[N:16]. Run at temperature 85 celsius. The solvent is CO (methyl alcohol), C(C)(=O)OCC (ethyl acetate). The product is BrC1CC(OC1)C1=C(C=C(C=C1)F)F ((+/-)-4-Bromo-2-(2,4-difluorophenyl)tetrahydrofuran). As a reaction SMILES: [Br:1][CH:2]([CH2:14]Br)[CH2:3][CH:4]([C:6]1[CH:11]=[CH:10][C:9]([F:12])=[CH:8][C:7]=1[F:13])[OH:5].[OH-].[Ca+2].[OH-].[Br-].[Ca+2].[Br-].O>C(OCC)(=O)C.CO>[Br:1][CH:2]1[CH2:14][O:5][CH:4]([C:6]2[CH:11]=[CH:10][C:9]([F:12])=[CH:8][C:7]=2[F:13])[CH2:3]1 |f:1.2.3,4.5.6|. Starting materials: BrC(CC(O)C1=C(C=C(C=C1)F)F)CBr (alpha-(2,3-Dibromopropyl)-2,4-difluorobenzenemethanol), [OH-].[Ca+2].[OH-] (calcium hydroxide), [Br-].[Ca+2].[Br-] (calcium bromide), O (water). Procedure: A mixture of 4.5 g of product from Example 164, 1.67 g of calcium hydroxide, 7.5 g of calcium bromide, 25 ml of water and 12 ml of methyl alcohol is stirred and heated at 85° C. overnight. The reaction mixture is cooled, diluted with ethyl acetate and filtered through diatomaceous earth. The layers are separated and the organic layer is washed with saturated sodium chloride, dried, filtered and concentrated in vacuo. The residue is purified by chromatography (silica gel: 3-5% ethyl acetate/hexan... Isolated yield 57.0%. Starting materials: CON(C)C(=O)c1csc(Br)n1, CCOC(C)=O, CN(C)C=O, c1c[nH]cn1. The product is CON(C)C(=O)c1csc(-n2ccnc2)n1. As a reaction SMILES: [CH3:1][O:2][N:3]([C:4](=[O:5])[c:6]1[n:7][c:8]([Br:11])[s:9][cH:10]1)[CH3:12].[CH3:23][CH2:24][O:25][C:26]([CH3:27])=[O:28].[O:18]=[CH:19][N:20]([CH3:21])[CH3:22].[nH:13]1[cH:14][n:15][cH:16][cH:17]1>>[CH3:1][O:2][N:3]([C:4](=[O:5])[c:6]1[n:7][c:8](-[n:13]2[cH:14][n:15][cH:16][cH:17]2)[s:9][cH:10]1)[CH3:12]. The reactants are C(C1=CC=CC=C1)(C1=CC=CC=C1)N1CCN(CC1)CCN (2-(4-benzhydrylpiperazino)ethaneamine), C(C(C)(C)C)(=O)Cl (pivaloyl chloride), C1(CCCCC1)NC1CCCCC1 (dicyclohexylamine), OC=1C(=CC2=CC=CC(=C2C1)OCC=1C=NC=CC1)C(=O)O (3-hydroxy 5-(3-pyridylmethoxy)-2-naphtoic acid). Run in C(Cl)Cl (methylene chloride), C(Cl)Cl (methylene chloride), C(C)N(CC)CC (triethylamine), C(Cl)Cl (methylene chloride). Reaction conditions: time 2 hour. Product: C(C1=CC=CC=C1)(C1=CC=CC=C1)N1CCN(CC1)CCNC(=O)C1=CC2=CC=CC(=C2C=C1O)OCC=1C=NC=CC1 (N-[2-(4-benzhydrylpiperazino)ethyl]-3-hydroxy-5-(3-pyridylmethoxy)-2-naphthamide). The yield is 78.0%. RXN SMILES: C1(NC2CCCCC2)CCCCC1.[OH:14][C:15]1[C:16]([C:33](O)=[O:34])=[CH:17][C:18]2[C:23]([CH:24]=1)=[C:22]([O:25][CH2:26][C:27]1[CH:28]=[N:29][CH:30]=[CH:31][CH:32]=1)[CH:21]=[CH:20][CH:19]=2.C(Cl)(=O)C(C)(C)C.[CH:43]([N:56]1[CH2:61][CH2:60][N:59]([CH2:62][CH2:63][NH2:64])[CH2:58][CH2:57]1)([C:50]1[CH:55]=[CH:54][CH:53]=[CH:52][CH:51]=1)[C:44]1[CH:49]=[CH:48][CH:47]=[CH:46][CH:45]=1>C(N(CC)CC)C.C(Cl)Cl>[CH:43]([N:56]1[CH2:57][CH2:58][N:59]([CH2:62][CH2:63][NH:64][C:33]([C:16]2[C:15]([OH:14])=[CH:24][C:23]3[C:18](=[CH:19][CH:20]=[CH:21][C:22]=3[O:25][CH2:26][C:27]3[CH:28]=[N:29][CH:30]=[CH:31][CH:32]=3)[CH:17]=2)=[O:34])[CH2:60][CH2:61]1)([C:44]1[CH:49]=[CH:48][CH:47]=[CH:46][CH:45]=1)[C:50]1[CH:55]=[CH:54][CH:53]=[CH:52][CH:51]=1. Reported procedure: 19.1 g (40.0 mM) of dicyclohexylamine salt of 3-hydroxy 5-(3-pyridylmethoxy)-2-naphtoic acid was dissolved in 11.2 ml (80.0 mM) of triethylamine and 500 ml of anhydrous methylene chloride. Thereto was dropwise added, at -20° C., a solution of 9.6 ml (80.0 mM) of pivaloyl chloride in 10 ml of anhydrous methylene chloride. The resulting mixture was stirred for 2 hours. Thereto was dropwise added a solution of 17.4 g (56.0 mM) of 2-(4-benzhydrylpiperazino)ethaneamine in 20 ml of anhydrous methylene... The reactants are CC(C)(C)OC(=O)Nc1ccc(C#Cc2ccc(F)cc2)cc1NC(=O)CC(=O)c1ccnc(-n2ccnc2)c1, ClCCl, O=C(O)C(F)(F)F. Product: O=C1CC(c2ccnc(-n3ccnc3)c2)=Nc2ccc(C#Cc3ccc(F)cc3)cc2N1. As a reaction SMILES: [C:1]([O:2][C:3](=[O:4])[NH:7][c:8]1[c:9]([NH:23][C:24]([CH2:25][C:26](=[O:5])[c:28]2[cH:29][c:30](-[n:34]3[cH:35][n:36][cH:37][cH:38]3)[n:31][cH:32][cH:33]2)=[O:39])[cH:10][c:11]([C:14]#[C:15][c:16]2[cH:17][cH:18][c:19]([F:22])[cH:20][cH:21]2)[cH:12][cH:13]1)([CH3:6])([CH3:27])[CH3:40].[Cl:48][CH2:49][Cl:50].[F:41][C:42]([F:43])([F:44])[C:45]([OH:46])=[O:47]>>[N:7]1=[C:26]([c:28]2[cH:29][c:30](-[n:34]3[cH:35][n:36][cH:37][cH:38]3)[n:31][cH:32][cH:33]2)[CH2:25][C:24](=[O:39])[NH:23][c:9]2[c:8]1[cH:13][cH:12][c:11]([C:14]#[C:15][c:16]1[cH:17][cH:18][c:19]([F:22])[cH:20][cH:21]1)[cH:10]2. The reactants are ClC=1C=C(C=CC1CN1CCOCC1)C=1C=C(C=2NC3=CC(=CC=C3C2C1)C(C)(C)O)C(=O)N (3-(3-Chloro-4-(morpholinomethyl)phenyl)-7-(2-hydroxypropan-2-yl)-9H-carbazole-1-carboxamide), Cl (HCl), N1CCOCC1 (Morpholine). Solvent: C(Cl)Cl (DCM). Run at time 1 hour. Yields the product ClC=1C=C(C=CC1CN1CCOCC1)C=1C=C(C=2NC3=CC(=CC=C3C2C1)C(C)(C)N1CCOCC1)C(=O)N (3-(3-chloro-4-(morpholinomethyl)phenyl)-7-(2-morpholinopropan-2-yl)-9H-carbazole-1-carboxamide). Isolated yield 24.7%. RXN SMILES: [Cl:1][C:2]1[CH:3]=[C:4]([C:15]2[CH:16]=[C:17]([C:32]([NH2:34])=[O:33])[C:18]3[NH:19][C:20]4[C:25]([C:26]=3[CH:27]=2)=[CH:24][CH:23]=[C:22]([C:28](O)([CH3:30])[CH3:29])[CH:21]=4)[CH:5]=[CH:6][C:7]=1[CH2:8][N:9]1[CH2:14][CH2:13][O:12][CH2:11][CH2:10]1.Cl.[NH:36]1[CH2:41][CH2:40][O:39][CH2:38][CH2:37]1>C(Cl)Cl>[Cl:1][C:2]1[CH:3]=[C:4]([C:15]2[CH:16]=[C:17]([C:32]([NH2:34])=[O:33])[C:18]3[NH:19][C:20]4[C:25]([C:26]=3[CH:27]=2)=[CH:24][CH:23]=[C:22]([C:28]([N:36]2[CH2:41][CH2:40][O:39][CH2:38][CH2:37]2)([CH3:30])[CH3:29])[CH:21]=4)[CH:5]=[CH:6][C:7]=1[CH2:8][N:9]1[CH2:14][CH2:13][O:12][CH2:11][CH2:10]1. Procedure: 3-(3-Chloro-4-(morpholinomethyl)phenyl)-7-(2-hydroxypropan-2-yl)-9H-carbazole-1-carboxamide (40.3 mg, 0.080 mmol, Example 399) was suspended in HCl (1 M solution in diethyl ether) (5 ml, 5.00 mmol) and sonicated briefly. (not completely dissolved. DCM was added (5 ml) in an unsuccessful attempt to dissolve more). The suspension was stirred at room temperature for 1 hour, then cooled to 0° C. Morpholine (5 ml, 57 4 mmol) was added, the ice bath removed and the mixture stirred at room temperature ...